Dataset: the Open Reaction Database (ORD), a public repository of structured organic reaction records. Task: describe an organic reaction: reactants, conditions, products, and yield Reactants: O (water), CC=1N=C(SC1)N (4-methylthiazol-2-amine), ClC1=NC=CC(=C1)SC1=CC=CC=C1 (2-chloro-4-(phenylthio)pyridine), P(=O)([O-])([O-])[O-].[K+].[K+].[K+] (potassium phosphate). Reagents/catalysts: C1(=CC=CC=C1)P(C1=CC=CC=2C(C3=CC=CC(=C3OC12)P(C1=CC=CC=C1)C1=CC=CC=C1)(C)C)C1=CC=CC=C1 (4,5-bis(diphenylphosphino)-9,9-dimethyl-9H-xanthene), C=1C=CC(=CC1)/C=C/C(=O)/C=C/C2=CC=CC=C2.C=1C=CC(=CC1)/C=C/C(=O)/C=C/C2=CC=CC=C2.C=1C=CC(=CC1)/C=C/C(=O)/C=C/C2=CC=CC=C2.[Pd].[Pd] (tris(dibenzylideneacetone)dipalladium(0)). Solvent: C1(=CC=CC=C1)C (toluene). Product: CC=1N=C(SC1)NC1=NC=CC(=C1)SC1=CC=CC=C1 (4-methyl-N-(4-(phenylthio)pyridin-2-yl)thiazol-2-amine). Yield: 70.6%. As a reaction SMILES: [CH3:1][C:2]1[N:3]=[C:4]([NH2:7])[S:5][CH:6]=1.Cl[C:9]1[CH:14]=[C:13]([S:15][C:16]2[CH:21]=[CH:20][CH:19]=[CH:18][CH:17]=2)[CH:12]=[CH:11][N:10]=1.P([O-])([O-])([O-])=O.[K+].[K+].[K+].O>C1(C)C=CC=CC=1.C1C=CC(/C=C/C(/C=C/C2C=CC=CC=2)=O)=CC=1.C1C=CC(/C=C/C(/C=C/C2C=CC=CC=2)=O)=CC=1.C1C=CC(/C=C/C(/C=C/C2C=CC=CC=2)=O)=CC=1.[Pd].[Pd].C1(P(C2C=CC=CC=2)C2C3OC4C(=CC=CC=4P(C4C=CC=CC=4)C4C=CC=CC=4)C(C)(C)C=3C=CC=2)C=CC=CC=1>[CH3:1][C:2]1[N:3]=[C:4]([NH:7][C:9]2[CH:14]=[C:13]([S:15][C:16]3[CH:21]=[CH:20][CH:19]=[CH:18][CH:17]=3)[CH:12]=[CH:11][N:10]=2)[S:5][CH:6]=1 |f:2.3.4.5,8.9.10.11.12|. Reported procedure: Using the method of Example 3, Step B, 4-methylthiazol-2-amine (3.50 mL, 1.40 mmol), 2-chloro-4-(phenylthio)pyridine (0.342 g, 1.54 mmol), potassium phosphate (0.327 g, 1.54 mmol), tris(dibenzylideneacetone)dipalladium(0) (0.0321 g, 0.0350 mmol) and 4,5-bis(diphenylphosphino)-9,9-dimethyl-9H-xanthene (0.0223 g, 0.0385 mmol) were reacted in toluene (4 mL) and water (1.5 mL) to afford 4-methyl-N-(4-(phenylthio)pyridin-2-yl)thiazol-2-amine (0.296 g, 69.8% yield) as off white solid. 1H NMR (CDCl3) δ... Reactants: Cl.CC(C1=CC(=CC=C1)OCCCCOC1=CC=CC=C1)N (α-methyl-m-(4-phenoxybutoxy)benzylamine hydrochloride), COC=1CCCCCN1 (O-methylcaprolactim), Cl.CC(C1=CC=C(C=C1)CCC1=CC=CC=C1)N (α-methyl-ρ-phenethylbenzylamine hydrochloride), COC=1CCCN1 (O-methylbutyrolactim). Product: Cl.CC(C1=CC(=CC=C1)OCCCCOC1=CC=CC=C1)N=C1NCCC1 (2-[α-methyl-m-(4-phenoxybutoxy)benzylimino]pyrrolidine hydrochloride). RXN SMILES: [ClH:1].[CH3:2][CH:3]([NH2:22])[C:4]1[CH:9]=[CH:8][CH:7]=[C:6]([O:10][CH2:11][CH2:12][CH2:13][CH2:14][O:15][C:16]2[CH:21]=[CH:20][CH:19]=[CH:18][CH:17]=2)[CH:5]=1.Cl.C[CH:25]([NH2:40])[C:26]1C=CC(CCC2C=CC=CC=2)=[CH:28][CH:27]=1.COC1CCCN=1.COC1CCCCCN=1>>[ClH:1].[CH3:2][CH:3]([N:22]=[C:25]1[CH2:26][CH2:27][CH2:28][NH:40]1)[C:4]1[CH:9]=[CH:8][CH:7]=[C:6]([O:10][CH2:11][CH2:12][CH2:13][CH2:14][O:15][C:16]2[CH:17]=[CH:18][CH:19]=[CH:20][CH:21]=2)[CH:5]=1 |f:0.1,2.3,6.7|. Reported procedure: Substituting this amine for the α-methyl-ρ-phenethylbenzylamine hydrochloride, and substituting O-methylbutyrolactim for the O-methylcaprolactim results in the formation of 2-[α-methyl-m-(4-phenoxybutoxy)benzylimino]pyrrolidine hydrochloride, having a M.P. of 136°-8° C. (dec.) Starting materials: C(C)(C)(C)S(=O)(=O)CC(C(=O)OCC)CC1=CSC=C1 (ethyl (RS)-α-[(tert-butylsulphonyl)methyl]-3-thiophenepropionate), S1C=C(C=C1)CC(C(=O)OCC)C(=O)OCC (diethyl 3-thienylmethylmalonate). The product is C(C)(C)(C)S(=O)(=O)C[C@H](C(=O)O)CC1=CSC=C1 ((S)-α-[(tert-Butylsulphonyl)methyl]-3-thiophenepropionic acid). RXN SMILES: [C:1]([S:5]([CH2:8][CH:9]([CH2:15][C:16]1[CH:20]=[CH:19][S:18][CH:17]=1)[C:10]([O:12]CC)=[O:11])(=[O:7])=[O:6])([CH3:4])([CH3:3])[CH3:2].S1C=CC(CC(C(OCC)=O)C(OCC)=O)=C1>>[C:1]([S:5]([CH2:8][C@@H:9]([CH2:15][C:16]1[CH:20]=[CH:19][S:18][CH:17]=1)[C:10]([OH:12])=[O:11])(=[O:7])=[O:6])([CH3:4])([CH3:2])[CH3:3]. Procedure details: This compound was prepared analogously to Example 1 by the enzymatic hydrolysis of ethyl (RS)-α-[(tert-butylsulphonyl)methyl]-3-thiophenepropionate which, in turn, was prepared starting from diethyl 3-thienylmethylmalonate [J. Am. Chem. Soc. 76, 4466 (1954)] analogously to the synthesis of ethyl (RS)-α-[(tert-butylsulphonyl)methyl]hydrocinnamate described in EPA 0236734, MS: 318 (M)+. Procedure: To the neat 2-(1-chloroethyl)-3-(4-methoxyphenyl)-3H-quinazolin-4-one (1.0 g, 3.2 mmol) in a sealed tube was added 40 mL of a methylamine solution (1M in THF, 40 mmol). The tube was sealed and heated to 110° C. 16 h. The resulting solution was cooled to room temperature and concentrated under vacuum to afford the crude product that was purified by flash chromatography (5% MeOH/DCM, silica gel) to afford the title compound (yield 0.97 g, 99%). 1H-NMR (CD3OD): δ 8.28 (m, 1H), 7.93 (m, 1H), 7.86 (m... RXN SMILES: Cl[CH:2]([C:4]1[N:13]([C:14]2[CH:19]=[CH:18][C:17]([O:20][CH3:21])=[CH:16][CH:15]=2)[C:12](=[O:22])[C:11]2[C:6](=[CH:7][CH:8]=[CH:9][CH:10]=2)[N:5]=1)[CH3:3].[CH3:23][NH2:24]>>[CH3:21][O:20][C:17]1[CH:18]=[CH:19][C:14]([N:13]2[C:12](=[O:22])[C:11]3[C:6](=[CH:7][CH:8]=[CH:9][CH:10]=3)[N:5]=[C:4]2[CH:2]([NH:24][CH3:23])[CH3:3])=[CH:15][CH:16]=1. Product: COC1=CC=C(C=C1)N1C(=NC2=CC=CC=C2C1=O)C(C)NC (3-(4-methoxyphenyl)-2-(1-methylaminoethyl)-3H-quinazolin-4-one). Starting materials: ClC(C)C1=NC2=CC=CC=C2C(N1C1=CC=C(C=C1)OC)=O (2-(1-chloroethyl)-3-(4-methoxyphenyl)-3H-quinazolin-4-one), CN (methylamine). Run at temperature 110 celsius. Isolated yield 98.0%. Reactants: C1(=CC=CC=C1)C(N1C(C2(C3=CC=CC=C13)C1=C(OC2)C=C2OCCC2=C1)=O)C1=CC=CC=C1 (1′-(diphenylmethyl)-5,6-dihydrospiro[benzo[1,2-b:5,4-b′]difuran-3,3′-indol]-2′(1′H)-one), C1(=CC=CC=C1)C(N1C(C2(C3=CC=CC=C13)C=1C(OC2)=CC2=C(OCC2)C1)=O)C1=CC=CC=C1 (1′-(diphenylmethyl)-6,7-dihydrospiro[benzo[1,2-b:4,5-b′]difuran-3,3′-indol]-2′(1′H)-one). The product is N1C(C2(C3=CC=CC=C13)C1=C(OC2)C=C2OCCC2=C1)=O (5,6-dihydrospiro[benzo[1,2-b:5,4-b′]difuran-3,3′-indol]-2′(1′H)-one). As a reaction SMILES: C1(C(C2C=CC=CC=2)[N:8]2[C:16]3[C:11](=[CH:12][CH:13]=[CH:14][CH:15]=3)[C:10]3([CH2:20][O:19][C:18]4[CH:21]=[C:22]5[C:26](=[CH:27][C:17]3=4)[CH2:25][CH2:24][O:23]5)[C:9]2=[O:28])C=CC=CC=1.C1(C(C2C=CC=CC=2)N2C3C(=CC=CC=3)C3(COC4=CC5CCOC=5C=C34)C2=O)C=CC=CC=1>>[NH:8]1[C:16]2[C:11](=[CH:12][CH:13]=[CH:14][CH:15]=2)[C:10]2([CH2:20][O:19][C:18]3[CH:21]=[C:22]4[C:26](=[CH:27][C:17]2=3)[CH2:25][CH2:24][O:23]4)[C:9]1=[O:28]. Procedure: Following the procedure as described in EXAMPLE 1.49, and making non-critical variations using 1′-(diphenylmethyl)-5,6-dihydrospiro[benzo[1,2-b:5,4-b′]difuran-3,3′-indol]-2′(1′H)-one to replace 1′-(diphenylmethyl)-6,7-dihydrospiro[benzo[1,2-b:4,5-b′]difuran-3,3′-indol]-2′(1′H)-one, the title compound was obtained (68%): mp 208-210° C.; 1H NMR (300 MHz, DMSO-d6) δ 10.53 (s, 1H), 7.39-6.76 (m, 4H), 6.45 (s, 1H), 6.35 (s, 1H), 4.68 (ABq, 2H), 4.45 (t, 2H), 2.92 (t, 2H); MS (ES+) m/z 280.2 (M+1). Starting materials: C(C)(C)(C)OC(=O)N1CCN(CC1)CCN (4-(2-amino-ethyl)-piperazine-1-carboxylic acid tert-butyl ester), ClC1=C(C(=CC=C1)Cl)CS(=O)(=O)C=1C=C2/C(/C(NC2=CC1)=O)=C/C1=C(C(=C(N1)C)C(=O)O)C (5-[5-(2,6-dichloro-phenylmethanesulfonyl)-2-oxo-1,2-dihydro-indol-(3Z)-ylidenemethyl]-2,4-dimethyl-1H-pyrrole-3-carboxylic acid), C=1C=CC2=C(C1)N=NN2O (HOBt), CCN=C=NCCCN(C)C.Cl (EDAC.HCl), TEA. The solvent is CN(C)C=O (DMF), CO (methanol). Conditions: time 30 minute. Yields the product C(C)(C)(C)OC(=O)N1CCN(CC1)CCNC(=O)C1=C(NC(=C1C)\C=C\1/C(NC2=CC=C(C=C12)S(=O)(=O)CC1=C(C=CC=C1Cl)Cl)=O)C (4-[2-({5-[5-(2,6-dichloro-phenylmethanesulfonyl)-2-oxo-1,2-dihydro-indol-(3Z)-ylidenemethyl]-2,4-dimethyl-1H-pyrrole-3-carbonyl}-amino)-ethyl]-piperazine-1-carboxylic acid tert-butyl ester). Yield: 97.7%. RXN SMILES: [Cl:1][C:2]1[CH:7]=[CH:6][CH:5]=[C:4]([Cl:8])[C:3]=1[CH2:9][S:10]([C:13]1[CH:14]=[C:15]2[C:19](=[CH:20][CH:21]=1)[NH:18][C:17](=[O:22])/[C:16]/2=[CH:23]\[C:24]1[NH:28][C:27]([CH3:29])=[C:26]([C:30]([OH:32])=O)[C:25]=1[CH3:33])(=[O:12])=[O:11].C1C=CC2N(O)N=NC=2C=1.CCN=C=NCCCN(C)C.Cl.[C:56]([O:60][C:61]([N:63]1[CH2:68][CH2:67][N:66]([CH2:69][CH2:70][NH2:71])[CH2:65][CH2:64]1)=[O:62])([CH3:59])([CH3:58])[CH3:57]>CN(C=O)C.CO>[C:56]([O:60][C:61]([N:63]1[CH2:64][CH2:65][N:66]([CH2:69][CH2:70][NH:71][C:30]([C:26]2[C:25]([CH3:33])=[C:24](/[CH:23]=[C:16]3\[C:17](=[O:22])[NH:18][C:19]4[C:15]\3=[CH:14][C:13]([S:10]([CH2:9][C:3]3[C:2]([Cl:1])=[CH:7][CH:6]=[CH:5][C:4]=3[Cl:8])(=[O:11])=[O:12])=[CH:21][CH:20]=4)[NH:28][C:27]=2[CH3:29])=[O:32])[CH2:67][CH2:68]1)=[O:62])([CH3:59])([CH3:58])[CH3:57] |f:2.3|. Procedure details: To a solution of 5-[5-(2,6-dichloro-phenylmethanesulfonyl)-2-oxo-1,2-dihydro-indol-(3Z)-ylidenemethyl]-2,4-dimethyl-1H-pyrrole-3-carboxylic acid (505 mg, 1 mmol) in DMF (10 mL) was added HOBt (202 mg, 1.3 eq.), EDAC.HCl (288 mg, 1.5 eq.) and TEA (302 mg, 3 eq.). After stirring at rt for 30 mins, to the mixture was added 4-(2-amino-ethyl)-piperazine-1-carboxylic acid tert-butyl ester (298 mg, 1.3 eq.). After stirring at 40° C. for overnight, the reaction was diluted with methanol (2 mL), the prec...